This data is from the Open Reaction Database (ORD), a public repository of structured organic reaction records. The task is: describe an organic reaction: reactants, conditions, products, and yield Starting materials: C[Si](OC=1C=CC(=NC1)C1=CC=C(C=C1)CCCCCO)(C)C (5-trimethylsilyloxy-2-(4-[5-hydroxy-1-pentyl]phenyl)pyridine), [H-].[Na+] (sodium hydride), BrCCC (1-bromopropane). The solvent is O1CCCC1 (tetrahydrofuran). The product is OC=1C=CC(=NC1)C1=CC=C(C=C1)CCCCCOCCC (5-hydroxy-2-(4-[5-(propyloxy)-1-pentyl]phenyl)pyridine). Isolated yield 77.7%. Reaction SMILES: C[Si](C)(C)[O:3][C:4]1[CH:5]=[CH:6][C:7]([C:10]2[CH:15]=[CH:14][C:13]([CH2:16][CH2:17][CH2:18][CH2:19][CH2:20][OH:21])=[CH:12][CH:11]=2)=[N:8][CH:9]=1.[H-].[Na+].Br[CH2:27][CH2:28][CH3:29]>O1CCCC1>[OH:3][C:4]1[CH:5]=[CH:6][C:7]([C:10]2[CH:15]=[CH:14][C:13]([CH2:16][CH2:17][CH2:18][CH2:19][CH2:20][O:21][CH2:27][CH2:28][CH3:29])=[CH:12][CH:11]=2)=[N:8][CH:9]=1 |f:1.2|. Reported procedure: 5.1 g of 5-trimethylsilyloxy-2-(4-[5-hydroxy-1-pentyl]phenyl)pyridine, 0.7 g of sodium hydride (60-65 wt. %), 2.5 g of 1-bromopropane and 100 ml of tetrahydrofuran were reacted analogously to Example 1(f) to give 3.6 g of 5-hydroxy-2-(4-[5-(propyloxy)-1-pentyl]phenyl)pyridine. The reactants are ClC1=CC=C(C=N1)S(=O)(=O)N1C[C@]2(CC3=C(C=C2CC1)N(N=C3)C3=CC=C(C=C3)F)C(=O)C3=NC=CC=C3 ((R)-(6-((6-chloropyridin-3-yl)sulfonyl)-1-(4-fluorophenyl)-4,4a,5,6,7,8-hexahydro-1H-pyrazolo[3,4-g]isoquinolin-4a-yl)(pyridin-2-yl)methanone), N1CCOCC1 (morpholine). Reaction SMILES: Cl[C:2]1[N:7]=[CH:6][C:5]([S:8]([N:11]2[CH2:20][CH2:19][C:18]3[C@:13]([C:31]([C:33]4[CH:38]=[CH:37][CH:36]=[CH:35][N:34]=4)=[O:32])([CH2:14][C:15]4[CH:23]=[N:22][N:21]([C:24]5[CH:29]=[CH:28][C:27]([F:30])=[CH:26][CH:25]=5)[C:16]=4[CH:17]=3)[CH2:12]2)(=[O:10])=[O:9])=[CH:4][CH:3]=1.[NH:39]1[CH2:44][CH2:43][O:42][CH2:41][CH2:40]1>C(#N)C>[F:30][C:27]1[CH:26]=[CH:25][C:24]([N:21]2[C:16]3[CH:17]=[C:18]4[C@:13]([C:31]([C:33]5[CH:38]=[CH:37][CH:36]=[CH:35][N:34]=5)=[O:32])([CH2:14][C:15]=3[CH:23]=[N:22]2)[CH2:12][N:11]([S:8]([C:5]2[CH:6]=[N:7][C:2]([N:39]3[CH2:44][CH2:43][O:42][CH2:41][CH2:40]3)=[CH:3][CH:4]=2)(=[O:9])=[O:10])[CH2:20][CH2:19]4)=[CH:29][CH:28]=1. Solvent: C(C)#N (acetonitrile). Procedure details: A solution of (R)-(6-((6-chloropyridin-3-yl)sulfonyl)-1-(4-fluorophenyl)-4,4a,5,6,7,8-hexahydro-1H-pyrazolo[3,4-g]isoquinolin-4a-yl)(pyridin-2-yl)methanone (80 mg, 0.14 mmol) and morpholine (150 μL, 1.73 mmol) in acetonitrile (2.5 mL) was heated at 100° C. for 70 minutes in a microwave reactor. The reaction mixture was concentrated and the residue purified by column chromatography on silica gel (gradient: 30-60% ethyl acetate in cyclohexane) to afford (R)-(1-(4-fluorophenyl)-6-((6-morpholinopyri... The product is FC1=CC=C(C=C1)N1N=CC2=C1C=C1CCN(C[C@]1(C2)C(=O)C2=NC=CC=C2)S(=O)(=O)C=2C=NC(=CC2)N2CCOCC2 ((R)-(1-(4-fluorophenyl)-6-((6-morpholinopyridin-3-yl)sulfonyl)-4,4a,5,6,7,8-hexahydro-1H-pyrazolo[3,4-g]isoquinolin-4a-yl)(pyridin-2-yl)methanone). Isolated yield 83.2%. Reactants: [BH4-].[Na+] (NaBH4), Cl (HCl), C1=CN(C=N1)C(=O)N2C=CN=C2 (CDI), NC1=C(C=C(C(=O)O)C=C1C(F)(F)F)Cl (4-amino-3-chloro-5-trifluoromethyl-benzoic acid). Solvent: O (water), O (water), C1CCOC1 (THF). Conditions: temperature 40 celsius, time 1 hour. The product is NC1=C(C=C(C=C1C(F)(F)F)CO)Cl ((4-amino-3-chloro-5-trifluoromethyl-phenyl)-methanol). Yield: 33.8%. RXN SMILES: C1N=CN(C(N2C=NC=C2)=O)C=1.[NH2:13][C:14]1[C:22]([C:23]([F:26])([F:25])[F:24])=[CH:21][C:17]([C:18](O)=[O:19])=[CH:16][C:15]=1[Cl:27].[BH4-].[Na+].Cl>C1COCC1.O>[NH2:13][C:14]1[C:22]([C:23]([F:24])([F:25])[F:26])=[CH:21][C:17]([CH2:18][OH:19])=[CH:16][C:15]=1[Cl:27] |f:2.3|. Procedure: 69.56 g (0.43 mol) CDI were added to a solution of 93.4 g (0.39 mol) 4-amino-3-chloro-5-trifluoromethyl-benzoic acid (described in Arzneim.-Forsch. 1984, 34(11A), 1612-1624) in 1 L THF and the mixture was stirred for 1 h at 40° C. The reaction mixture was then carefully added to a solution of 51.4 g (1.36 mol) NaBH4 in 450 mL of water at RT under a nitrogen atmosphere and with cooling. The mixture was stirred for 2 h at RT, combined with 500 mL water and 300 mL semiconc. HCl, stirred for another... Reagents/catalysts: [Pd] (palladium on carbon). Yields the product ClC1=CC=C(CCC(=O)NC2=CC=C(C(=O)OCC)C=C2)C=C1 (4-(p-Chlorohydrocinnamamido)benzoic acid, ethyl ester). Starting materials: ClC1=CC=C(C=CC(=O)NC2=CC=C(C(=O)OCC)C=C2)C=C1 (4-(p-chlorocinnamamido)benzoic acid, ethyl ester), [H][H] (hydrogen). Procedure: A mixture of 30.0 g. of 4-(p-chlorocinnamamido)benzoic acid, ethyl ester, 500 mg. of 10% palladium on carbon, and 150 ml. of tetrahydrofuran is hydrogenated in a Parr apparatus, over a 2 hour period, repressurizing until hydrogen uptake is complete. The mixture is filtered, and the filtrate is evaporated. The solid is crystallized from 175 ml. of ethanol, giving 26.8 g. of the desired product as white crystals, m.p. 163°-165° C. Run in O1CCCC1 (tetrahydrofuran). RXN SMILES: [Cl:1][C:2]1[CH:23]=[CH:22][C:5]([CH:6]=[CH:7][C:8]([NH:10][C:11]2[CH:21]=[CH:20][C:14]([C:15]([O:17][CH2:18][CH3:19])=[O:16])=[CH:13][CH:12]=2)=[O:9])=[CH:4][CH:3]=1.[H][H]>[Pd].O1CCCC1>[Cl:1][C:2]1[CH:23]=[CH:22][C:5]([CH2:6][CH2:7][C:8]([NH:10][C:11]2[CH:12]=[CH:13][C:14]([C:15]([O:17][CH2:18][CH3:19])=[O:16])=[CH:20][CH:21]=2)=[O:9])=[CH:4][CH:3]=1. Starting materials: [BH4-].[Na+] (sodium borohydride), C(C1=CC=CC=C1)OC1=C(C=C(C=C1F)C(C(C)N1CCC(CC1)(O)C1=CC=C(C=C1)C(F)(F)F)=O)F (1-(4-benzyloxy-3,5-difluorophenyl)-2-(4-(4-trifluoromethylphenyl)-4-hydroxypiperidin-1-yl)-propan-1-one). Run in C(C)O (ethanol). Reaction conditions: time 10 minute. Yields the product C(C1=CC=CC=C1)OC1=C(C=C(C=C1F)C(C(C)N1CCC(CC1)(O)C1=CC=C(C=C1)C(F)(F)F)O)F (1-(4- benzyloxy-3,5-difluorophenyl)-2-(4-(4-trifluoromethylphenyl)-4-hydroxypiperidin-1-yl)-propan-1-ol). RXN SMILES: [BH4-].[Na+].[CH2:3]([O:10][C:11]1[C:16]([F:17])=[CH:15][C:14]([C:18](=[O:38])[CH:19]([N:21]2[CH2:26][CH2:25][C:24]([C:28]3[CH:33]=[CH:32][C:31]([C:34]([F:37])([F:36])[F:35])=[CH:30][CH:29]=3)([OH:27])[CH2:23][CH2:22]2)[CH3:20])=[CH:13][C:12]=1[F:39])[C:4]1[CH:9]=[CH:8][CH:7]=[CH:6][CH:5]=1>C(O)C>[CH2:3]([O:10][C:11]1[C:12]([F:39])=[CH:13][C:14]([CH:18]([OH:38])[CH:19]([N:21]2[CH2:22][CH2:23][C:24]([C:28]3[CH:29]=[CH:30][C:31]([C:34]([F:35])([F:37])[F:36])=[CH:32][CH:33]=3)([OH:27])[CH2:25][CH2:26]2)[CH3:20])=[CH:15][C:16]=1[F:17])[C:4]1[CH:9]=[CH:8][CH:7]=[CH:6][CH:5]=1 |f:0.1|. Procedure: A mixture of sodium borohydride (0.085 g, 2.25 mmol) and ethanol (5 mL) was stirred 10 min and then 1-(4-benzyloxy-3,5-difluorophenyl)-2-(4-(4-trifluoromethylphenyl)-4-hydroxypiperidin-1-yl)-propan-1-one (1.02 g, 1.96 mmol in 30 mL of ethanol) was added. The reaction was stirred at ambient temperature overnight. The white solid which precipitated was collected by filtration and dried to yield 0.66 g (65%) of (1R*, 2R*)-1-(4- benzyloxy-3,5-difluorophenyl)-2-(4-(4-trifluoromethylphenyl)-4-hydroxyp... Reactants: [Li+].CC(C)[N-]C(C)C (LDA), C(C)OC(=O)C1CCN(CC1)C(=O)OC(C)(C)C (piperidine-1,4-dicarboxylic acid 1-tert-butyl ester 4-ethyl ester), BrCC#N (bromoacetonitrile). Solvent: C1CCOC1 (THF), C1CCOC1 (THF). Reaction conditions: temperature -5 celsius, time 3 hour. Product: C(C)OC(=O)C1(CCN(CC1)C(=O)OC(C)(C)C)CC#N (4-cyanomethyl-piperidine-1,4-dicarboxylic acid 1-tert-butyl ester 4-ethyl ester). Isolated yield 125.2%. RXN SMILES: [Li+].[CH3:2][CH:3]([N-:5]C(C)C)C.[CH2:9]([O:11][C:12]([CH:14]1[CH2:19][CH2:18][N:17]([C:20]([O:22][C:23]([CH3:26])([CH3:25])[CH3:24])=[O:21])[CH2:16][CH2:15]1)=[O:13])[CH3:10].BrCC#N>C1COCC1>[CH2:9]([O:11][C:12]([C:14]1([CH2:2][C:3]#[N:5])[CH2:19][CH2:18][N:17]([C:20]([O:22][C:23]([CH3:25])([CH3:24])[CH3:26])=[O:21])[CH2:16][CH2:15]1)=[O:13])[CH3:10] |f:0.1|. Procedure details: LDA (2M solution in THF/heptane/ethylbenzene, 97.15 ml, 0.194 mol) was added under an argon atmosphere to THF (300 ml) at −5° C., piperidine-1,4-dicarboxylic acid 1-tert-butyl ester 4-ethyl ester (25 g, 0.097 mol) in THF (100 ml) was then added dropwise and the mixture was stirred for 3 hour at −5° C. Then bromoacetonitrile (23.3 g, 0.194 mol) was added at −5° C. and the mixture was stirred overnight at RT. The solvent was evaporated off, the residue partitioned between AcOEt and water. The laye... Reactants: CCO, CCO, [Na+], [OH-], CCOC(=O)C1OC1C(=O)NC(CC(C)C)C(=O)N1CCN(C(c2ccccc2)c2ccccc2)CC1. Yields the product [Na+], CC(C)CC(NC(=O)C1OC1C(=O)[O-])C(=O)N1CCN(C(c2ccccc2)c2ccccc2)CC1. Reaction SMILES: [CH2:1]([OH:2])[CH3:3].[CH3:43][CH2:44][OH:45].[Na+:5].[OH-:4].[c:6]1([CH:12]([N:13]2[CH2:14][CH2:15][N:16]([C:19](=[O:20])[CH:21]([CH2:22][CH:23]([CH3:24])[CH3:25])[NH:26][C:27](=[O:28])[CH:29]3[CH:30]([C:32](=[O:33])[O:34][CH2:35][CH3:36])[O:31]3)[CH2:17][CH2:18]2)[c:37]2[cH:38][cH:39][cH:40][cH:41][cH:42]2)[cH:7][cH:8][cH:9][cH:10][cH:11]1>>[Na+:5].[c:6]1([CH:12]([N:13]2[CH2:14][CH2:15][N:16]([C:19](=[O:20])[CH:21]([CH2:22][CH:23]([CH3:24])[CH3:25])[NH:26][C:27](=[O:28])[CH:29]3[CH:30]([C:32](=[O:33])[O-:34])[O:31]3)[CH2:17][CH2:18]2)[c:37]2[cH:38][cH:39][cH:40][cH:41][cH:42]2)[cH:7][cH:8][cH:9][cH:10][cH:11]1.